This data is from the Open Reaction Database (ORD), a public repository of structured organic reaction records. The task is: describe an organic reaction: reactants, conditions, products, and yield Reactants: c1ccc(COc2ccc(Cn3ccnc3)cc2)cc1, C1CCOC1, [Li]CCCC, CCCCCC, CN(C)CCN(C)C, O=C(c1ccccc1)c1ccccc1, O. Yields the product OC(c1ccccc1)(c1ccccc1)C(c1ccc(OCc2ccccc2)cc1)n1ccnc1. RXN SMILES: [CH2:12]([c:13]1[cH:14][cH:15][cH:16][cH:17][cH:18]1)[O:19][c:20]1[cH:21][cH:22][c:23]([CH2:24][n:25]2[cH:26][n:27][cH:28][cH:29]2)[cH:30][cH:31]1.[CH2:54]1[O:55][CH2:56][CH2:57][CH2:58]1.[CH2:7]([Li:8])[CH2:9][CH2:10][CH3:11].[CH3:1][CH2:2][CH2:3][CH2:4][CH2:5][CH3:6].[CH3:32][N:33]([CH3:34])[CH2:35][CH2:36][N:37]([CH3:38])[CH3:39].[O:40]=[C:41]([c:42]1[cH:43][cH:44][cH:45][cH:46][cH:47]1)[c:48]1[cH:49][cH:50][cH:51][cH:52][cH:53]1.[OH2:59]>>[CH2:12]([c:13]1[cH:14][cH:15][cH:16][cH:17][cH:18]1)[O:19][c:20]1[cH:21][cH:22][c:23]([CH:24]([n:25]2[cH:26][n:27][cH:28][cH:29]2)[C:41]([OH:40])([c:42]2[cH:43][cH:44][cH:45][cH:46][cH:47]2)[c:48]2[cH:49][cH:50][cH:51][cH:52][cH:53]2)[cH:30][cH:31]1.